Dataset: the Open Reaction Database (ORD), a public repository of structured organic reaction records. Task: describe an organic reaction: reactants, conditions, products, and yield Starting materials: CC1=C(C=C(C(N1)=O)C#N)C(CC)=O (1,2-dihydro-6-methyl-2-oxo-5-(n-propanoyl)-3-pyridinecarbonitrile), COC(N(C)C)OC (dimethylformamide dimethyl acetal). Solvent: CN(C=O)C (dimethylformamide). Run at time 8 hour. Product: CN(C=CC1=C(C=C(C(N1)=O)C#N)C(CC)=O)C (1,2-dihydro-6-(2-dimethylaminoethenyl)-2-oxo-5-(n-propanoyl)-3-pyridinecarbonitrile). RXN SMILES: [CH3:1][C:2]1[NH:7][C:6](=[O:8])[C:5]([C:9]#[N:10])=[CH:4][C:3]=1[C:11](=[O:14])[CH2:12][CH3:13].CO[CH:17](OC)[N:18]([CH3:20])[CH3:19]>CN(C)C=O>[CH3:17][N:18]([CH3:20])[CH:19]=[CH:1][C:2]1[NH:7][C:6](=[O:8])[C:5]([C:9]#[N:10])=[CH:4][C:3]=1[C:11](=[O:14])[CH2:12][CH3:13]. Reported procedure: A mixture containing 9.5 g of 1,2-dihydro-6-methyl-2-oxo-5-(n-propanoyl)-3-pyridinecarbonitrile, 50 ml of dimethylformamide and 8 ml of dimethylformamide dimethyl acetal was stirred at room temperature overnight and then concentrated to dryness on a rotary evaporator. The residue was refluxed with isopropyl alcohol; the insoluble yellow solid was collected, washed with isopropyl alcohol and dried at 90° C. to yield 2.8 g of 1,2-dihydro-6-(2-dimethylaminoethenyl)-2-oxo-5-(n-propanoyl)-3-pyridinec... Starting materials: C(=O)([O-])[O-].[K+].[K+] (K2CO3), [F-].[Cs+] (CsF), ClC=1C(=NC=C(C1)C(F)(F)F)F (3-chloro-2-fluoro-5-(trifluoromethyl)pyridine). Solvent: CS(=O)C (DMSO), CS(=O)C (DMSO). Run at temperature 65 celsius. The product is FC1=NC=C(C=C1F)C(F)(F)F (2,3-difluoro-5-(trifluoromethyl)pyridine). RXN SMILES: C([O-])([O-])=O.[K+].[K+].[F-:7].[Cs+].Cl[C:10]1[C:11]([F:20])=[N:12][CH:13]=[C:14]([C:16]([F:19])([F:18])[F:17])[CH:15]=1>CS(C)=O>[F:20][C:11]1[C:10]([F:7])=[CH:15][C:14]([C:16]([F:19])([F:18])[F:17])=[CH:13][N:12]=1 |f:0.1.2,3.4|. Procedure details: A 100 ml 4-neck round bottom flask, containing a magnetic stir bar and fitted with a thermometer, nitrogen inlet and distillation condenser, was charged with 75 ml of DMSO, 0.5 g of anhydrous K2CO3 and 22.8 g (0.15 mole) of CsF. The reaction mixture was heated to 115° C. at 57 mm Hg so that about 20 ml of DMSO was distilled to dry the reaction mixture. The light yellow reaction mixture was cooled to 65° C. and 20 g (0.1 mole) of 3-chloro-2-fluoro-5-(trifluoromethyl)pyridine was added through a p...